Dataset: the Open Reaction Database (ORD), a public repository of structured organic reaction records. Task: describe an organic reaction: reactants, conditions, products, and yield Starting materials: Cl.ClCCOC1=C(C=C2C(=NC=NC2=C1)NC1=CC(=CC=C1)C#C)OCCOC ([7-(2-Chloro-ethoxy)-6-(2-methoxy-ethoxy)-quinazolin-4-yl]-(3-ethynyl-phenyl)-amine Hydrochloride), N1C=NC=C1 (imidazole). Solvent: CN(C)C=O (DMF). Yields the product Cl.Cl.C(#C)C=1C=C(C=CC1)NC1=NC=NC2=CC(=C(C=C12)OCCOC)OCCN1C=NC=C1 ((3-Ethynyl-phenyl)-[7-(2-imidazol-1-yl-ethoxy)-6-(2-methoxy-ethoxy)quinazolin-4-yl]-amine Dihydrochloride). Yield: 66.9%. As a reaction SMILES: [ClH:1].[Cl:2][CH2:3][CH2:4][O:5][C:6]1[CH:15]=[C:14]2[C:9]([C:10]([NH:16][C:17]3[CH:22]=[CH:21][CH:20]=[C:19]([C:23]#[CH:24])[CH:18]=3)=[N:11][CH:12]=[N:13]2)=[CH:8][C:7]=1[O:25][CH2:26][CH2:27][O:28][CH3:29].[NH:30]1[CH:34]=[CH:33][N:32]=[CH:31]1>CN(C=O)C>[ClH:2].[ClH:1].[C:23]([C:19]1[CH:18]=[C:17]([NH:16][C:10]2[C:9]3[C:14](=[CH:15][C:6]([O:5][CH2:4][CH2:3][N:30]4[CH:34]=[CH:33][N:32]=[CH:31]4)=[C:7]([O:25][CH2:26][CH2:27][O:28][CH3:29])[CH:8]=3)[N:13]=[CH:12][N:11]=2)[CH:22]=[CH:21][CH:20]=1)#[CH:24] |f:0.1,4.5.6|. Procedure: The title product from Example 34 (110 mg, 0.253 mmol) in DMF (2 mL) was treated with imidazole (172 mg, 2.53 mmol) at 110° C. for 48 hours. The reaction mixture was partitioned between CHCl3 and saturated aqueous NaHCO3. The organic extracts were washed with brine, dried over Na2SO4, filtered and concentrated in vacuo. The crude product (119 mg) was chromatographed on silica using 10% methanol/CH2Cl2 to provide 85 mg of pure title product as its free base. This white solid was dissolved in a mi... Starting materials: PAN PEO PAN, C(C=C)#N (acrylonitrile), polyethylene oxide, [Na] (sodium), polyethylene oxide, [Na][Na] (disodium), C1=CC=CC2=CC=CC=C12 (naphthalene). The solvent is C1CCOC1 (THF), O1CCCC1 (Tetrahydrofuran), C1=CC=CC=C1 (benzene). Yields the product C1=CC=CC2=CC=CC=C12.[Na] (Sodium naphthalene). RXN SMILES: [Na][Na].C(#N)C=C.[CH:7]1[C:16]2[C:11](=[CH:12][CH:13]=[CH:14][CH:15]=2)[CH:10]=[CH:9][CH:8]=1.[Na:17]>O1CCCC1.C1C=CC=CC=1>[CH:15]1[C:16]2[C:11](=[CH:10][CH:9]=[CH:8][CH:7]=2)[CH:12]=[CH:13][CH:14]=1.[Na:17] |f:6.7,^1:16,38|. Procedure details: In this example, a triblock copolymer (PAN-PEO-PAN) consisting of polyethylene oxide (PEO) chain and polyacrylonitrile (PAN) chains is synthesized by living anion polymerization. Using a polyethylene oxide macromer (disodium salt of polyethylene oxide) as a reaction initiator, acrylonitrile is polymerized. Tetrahydrofuran and benzene used as solvents are distilled twice using lithium aluminum hydride as a desiccating agent under an argon gas flow, to which molecular sieves 4A is charged. The acr... The reactants are CC(=O)[O-], O=C([O-])O, CC(=O)[O-], COC(=O)Cc1cncc(Br)c1, CCC(O)(C=Cc1ccc(C(CC)(CC)c2cc(C)c(B3OC(C)(C)C(C)(C)O3)c(C)c2)cc1C)CC, Cc1ccccc1, COc1cccc(OC)c1-c1ccccc1P(C1CCCCC1)C1CCCCC1, [K+], [K+], [K+], [Na+], O, O=P([O-])([O-])[O-], [Pd+2]. Product: CCC(O)(C=Cc1ccc(C(CC)(CC)c2cc(C)c(-c3cncc(CC(=O)OC)c3)c(C)c2)cc1C)CC. RXN SMILES: [C:104]([O-:105])(=[O:106])[CH3:107].[C:87](=[O:88])([OH:89])[O-:90].[C:99]([O-:100])(=[O:101])[CH3:102].[CH3:1][O:2][C:3]([CH2:4][c:5]1[cH:6][n:7][cH:8][c:9]([Br:11])[cH:10]1)=[O:12].[CH3:50][c:51]1[cH:52][c:53]([C:67]([CH2:68][CH3:69])([CH2:70][CH3:71])[c:72]2[cH:73][c:74]([CH3:86])[c:75]([CH:78]=[CH:79][C:80]([CH2:81][CH3:82])([OH:83])[CH2:84][CH3:85])[cH:76][cH:77]2)[cH:54][c:55]([CH3:66])[c:56]1[B:57]1[O:58][C:59]([CH3:60])([CH3:61])[C:62]([CH3:63])([CH3:64])[O:65]1.[CH3:92][c:93]1[cH:94][cH:95][cH:96][cH:97][cH:98]1.[CH:13]1([P:14]([CH:15]2[CH2:16][CH2:17][CH2:18][CH2:19][CH2:20]2)[c:21]2[cH:22][cH:23][cH:24][cH:25][c:26]2-[c:27]2[c:28]([O:29][CH3:30])[cH:31][cH:32][cH:33][c:34]2[O:35][CH3:36])[CH2:37][CH2:38][CH2:39][CH2:40][CH2:41]1.[K+:47].[K+:48].[K+:49].[Na+:91].[OH2:108].[P:42]([O-:43])([O-:44])([O-:45])=[O:46].[Pd+2:103]>>[CH3:1][O:2][C:3]([CH2:4][c:5]1[cH:6][n:7][cH:8][c:9](-[c:56]2[c:51]([CH3:50])[cH:52][c:53]([C:67]([CH2:68][CH3:69])([CH2:70][CH3:71])[c:72]3[cH:73][c:74]([CH3:86])[c:75]([CH:78]=[CH:79][C:80]([CH2:81][CH3:82])([OH:83])[CH2:84][CH3:85])[cH:76][cH:77]3)[cH:54][c:55]2[CH3:66])[cH:10]1)=[O:12]. Reactants: NC1=CC=C(CN2C3=C(N([C@H]4[C@@H](C2=O)CCC4)C(CN4C(C=2C(C4=O)=CC=CC2)=O)=O)C=CC=C3)C=C1 ((3aR*,10aS*)-9-(4-aminobenzyl)-4-(phthalimidoacetyl)-2,3,3a,4,9,10a-hexahydrobenzo[b]cyclopenta[e][1,4]diazepin-10(1H)-one), C1(=CC=CC=C1)[C@@H](C)N=C=O ((R)-1-phenylethyl isocyanate). Solvent: C(C)(=O)OCC.C(C)OCC (ethyl acetate diethyl ether). The product is C1(=CC=CC=C1)[C@@H](C)NC(NC1=CC=C(CN2C3=C(N([C@H]4[C@@H](C2=O)CCC4)C(CN4C(C=2C(C4=O)=CC=CC2)=O)=O)C=CC=C3)C=C1)=O ((3aR*,10aS*)-9-[4-[3-((R)-1-Phenylethyl)ureido]-benzyl]-4-(phthalimidoacetyl)-2,3,3a,4,9,10a-hexahydrobenzo[b]cyclopenta[e][1,4]diazepin-10(1H)-one). Isolated yield 54.0%. Reaction SMILES: [NH2:1][C:2]1[CH:37]=[CH:36][C:5]([CH2:6][N:7]2[C:13](=[O:14])[C@H:12]3[CH2:15][CH2:16][CH2:17][C@H:11]3[N:10]([C:18](=[O:31])[CH2:19][N:20]3[C:24](=[O:25])[C:23]4=[CH:26][CH:27]=[CH:28][CH:29]=[C:22]4[C:21]3=[O:30])[C:9]3[CH:32]=[CH:33][CH:34]=[CH:35][C:8]2=3)=[CH:4][CH:3]=1.[C:38]1([C@H:44]([N:46]=[C:47]=[O:48])[CH3:45])[CH:43]=[CH:42][CH:41]=[CH:40][CH:39]=1>C(OCC)(=O)C.C(OCC)C>[C:38]1([C@H:44]([NH:46][C:47](=[O:48])[NH:1][C:2]2[CH:3]=[CH:4][C:5]([CH2:6][N:7]3[C:13](=[O:14])[C@H:12]4[CH2:15][CH2:16][CH2:17][C@H:11]4[N:10]([C:18](=[O:31])[CH2:19][N:20]4[C:21](=[O:30])[C:22]5=[CH:29][CH:28]=[CH:27][CH:26]=[C:23]5[C:24]4=[O:25])[C:9]4[CH:32]=[CH:33][CH:34]=[CH:35][C:8]3=4)=[CH:36][CH:37]=2)[CH3:45])[CH:43]=[CH:42][CH:41]=[CH:40][CH:39]=1 |f:2.3|. Procedure: Using (3aR*,10aS*)-9-(4-aminobenzyl)-4-(phthalimidoacetyl)-2,3,3a,4,9,10a-hexahydrobenzo[b]cyclopenta[e][1,4]diazepin-10(1H)-one and (R)-1-phenylethyl isocyanate, the title compound was synthesized in otherwise the same manner as Example 26. Yield 54%, m.p. 158°-163° C. (ethyl acetate-diethyl ether). Starting materials: C[SiH](C)OCC1=C(CBr)CC(C(C)(C)C)C1, O=C([O-])O, CCc1c(Sc2ccccc2)[nH]c(=O)[nH]c1=O, CN(C)C=O, [Na+]. Yields the product CCc1c(Sc2ccccc2)n(CC2=C(CO[SiH](C)C)CC(C(C)(C)C)C2)c(=O)[nH]c1=O. As a reaction SMILES: [C:18]([CH3:19])([CH3:20])([CH3:21])[CH:22]1[CH2:23][C:24]([CH2:29][O:30][SiH:31]([CH3:32])[CH3:33])=[C:25]([CH2:27][Br:28])[CH2:26]1.[C:34](=[O:35])([OH:36])[O-:37].[CH2:1]([CH3:2])[c:3]1[c:4](=[O:17])[nH:5][c:6](=[O:16])[nH:7][c:8]1[S:9][c:10]1[cH:11][cH:12][cH:13][cH:14][cH:15]1.[CH3:39][N:40]([CH3:41])[CH:42]=[O:43].[Na+:38]>>[CH2:1]([CH3:2])[c:3]1[c:4](=[O:17])[nH:5][c:6](=[O:16])[n:7]([CH2:27][C:25]2=[C:24]([CH2:29][O:30][SiH:31]([CH3:32])[CH3:33])[CH2:23][CH:22]([C:18]([CH3:19])([CH3:20])[CH3:21])[CH2:26]2)[c:8]1[S:9][c:10]1[cH:11][cH:12][cH:13][cH:14][cH:15]1. The reactants are BrC1=CC=C(S1)C(C(F)(F)F)=O (1-(5-bromothiophen-2-yl)-2,2,2-trifluoroethanone), B(O)(O)C=1C=NC=C(C(=O)O)C1 (5-borononicotinic acid). The product is FC(C(=O)C1=CC=C(S1)C=1C=NC=C(C(=O)O)C1)(F)F (5-(5-(2,2,2-Trifluoroacetyl)thiophen-2-yl)nicotinic acid). The yield is 82.0%. Reaction SMILES: Br[C:2]1[S:6][C:5]([C:7](=[O:12])[C:8]([F:11])([F:10])[F:9])=[CH:4][CH:3]=1.B([C:16]1[CH:17]=[N:18][CH:19]=[C:20]([CH:24]=1)[C:21]([OH:23])=[O:22])(O)O>>[F:9][C:8]([F:11])([F:10])[C:7]([C:5]1[S:6][C:2]([C:16]2[CH:17]=[N:18][CH:19]=[C:20]([CH:24]=2)[C:21]([OH:23])=[O:22])=[CH:3][CH:4]=1)=[O:12]. Procedure: This compound was synthesized from 1-(5-bromothiophen-2-yl)-2,2,2-trifluoroethanone and 5-borononicotinic acid as described in example 88 step 3 (470 mg, yield 82%). 1H NMR (300 MHz, DMSO-d6) δ 13.74 (br s, 1H), 9.30-9.29 (s, 1H), 9.11-9.10 (m, 1H), 8.59-8.58 (t, J=2.0 Hz, 1H), 8.20-8.19 (m, 1H), 8.07-8.05 (m, 1H).